From a dataset of the Open Reaction Database (ORD), a public repository of structured organic reaction records. describe an organic reaction: reactants, conditions, products, and yield As a reaction SMILES: [CH3:1][O:2][C:3]([CH:4]([CH2:5][S:6][CH2:7][c:8]1[cH:9][cH:10][cH:11][cH:12][cH:13]1)[N:14]=[N+:15]=[N-:16])=[O:17].[CH3:21][OH:22].[ClH:18].[H:19][H:20].[Re:23]>>[CH3:1][O:2][C:3]([CH:4]([CH2:5][S:6][CH2:7][c:8]1[cH:9][cH:10][cH:11][cH:12][cH:13]1)[NH2:14])=[O:17].[ClH:18]. Reactants: COC(=O)C(CSCc1ccccc1)N=[N+]=[N-], CO, Cl, [H][H], [Re]. The product is COC(=O)C(N)CSCc1ccccc1, Cl. The reactants are ClCCNC(=O)C1=NOC2=C1C=CC=C2 (N-(2-chloroethyl)-1,2-benzisoxazole-3-carboxamide), FC=1C=CC2=C(SC=C2N2CCNCC2)C1 (6-fluoro-3-(1-piperazinyl)benzo[b]thiophene), CN1C(CCC1)=O (N-methylpyrrolidinone), [OH-].[Na+] (sodium hydroxide). Solvent: O (water). Run at temperature 160 celsius. The product is Cl.FC=1C=CC2=C(SC=C2N2CCN(CC2)CCNC(=O)C2=NOC3=C2C=CC=C3)C1 (N-[2-(1-(6-fluorobenzo[b]thiophen-3-yl)-4-piperazinyl)ethyl]-1,2-benzisoxazole-3-carboxamide hydrochloride). The yield is 23.6%. As a reaction SMILES: [Cl:1][CH2:2][CH2:3][NH:4][C:5]([C:7]1[C:11]2[CH:12]=[CH:13][CH:14]=[CH:15][C:10]=2[O:9][N:8]=1)=[O:6].[F:16][C:17]1[CH:18]=[CH:19][C:20]2[C:24]([N:25]3[CH2:30][CH2:29][NH:28][CH2:27][CH2:26]3)=[CH:23][S:22][C:21]=2[CH:31]=1.CN1CCCC1=O.[OH-].[Na+]>O>[ClH:1].[F:16][C:17]1[CH:18]=[CH:19][C:20]2[C:24]([N:25]3[CH2:26][CH2:27][N:28]([CH2:2][CH2:3][NH:4][C:5]([C:7]4[C:11]5[CH:12]=[CH:13][CH:14]=[CH:15][C:10]=5[O:9][N:8]=4)=[O:6])[CH2:29][CH2:30]3)=[CH:23][S:22][C:21]=2[CH:31]=1 |f:3.4,6.7|. Procedure: A mixture of N-(2-chloroethyl)-1,2-benzisoxazole-3-carboxamide (4.40 g), 6-fluoro-3-(1-piperazinyl)benzo[b]thiophene (5.90 g), and N-methylpyrrolidinone (100 ml) was heated at 160° C. for 3.0 hr. The reaction mixture was allowed to cool, diluted with water (350 ml), basified with 25% sodium hydroxide to pH-8, and extracted with ether. The combined extracts were washed with water, brine, dried over anhydrous magnesium sulfate, and filtered. The filtrate was concentrated in vacuo. The residue was ... Starting materials: [BH4-].[Na+] (Sodium borohydride), CC=1C=C(C=CC1)N1N=C(N=N1)C(C)=O (1-[2-(3-Methylphenyl)-2H-tetrazol-5-yl}ethanone), C(C)(=O)O (acetic acid). Run in CO (methanol). The product is CC=1C=C(C=CC1)N1N=C(N=N1)C(C)O (1-[2-(3-Methylphenyl)-2H-tetrazol-5-yl]ethanol). Yield: 97.1%. RXN SMILES: [CH3:1][C:2]1[CH:3]=[C:4]([N:8]2[N:12]=[N:11][C:10]([C:13](=[O:15])[CH3:14])=[N:9]2)[CH:5]=[CH:6][CH:7]=1.[BH4-].[Na+].C(O)(=O)C>CO>[CH3:1][C:2]1[CH:3]=[C:4]([N:8]2[N:12]=[N:11][C:10]([CH:13]([OH:15])[CH3:14])=[N:9]2)[CH:5]=[CH:6][CH:7]=1 |f:1.2|. Procedure: 1-[2-(3-Methylphenyl)-2H-tetrazol-5-yl}ethanone (96.89 g, 479 mmol) in methanol (1000 mL) was cooled in an ice/water bath. Sodium borohydride (29 g, 767 mmol) was added over 1 hour 30 minutes. After stirring for 40 minutes aq. acetic acid (70%, 20 mL) was added and the mixture was concentrated. Dichloromethane (400 mL) was added to the residue and was extracted with saturated aqueous sodium hydrogen carbonate (500 mL). The aqueous layer was extracted with dichloromethane (170 mL), and the combin... The reactants are BrC1=CC=C(C=N1)C(=O)N1CCN(CC1)C1=NC(=C(C=C1C)C)C ((6-bromopyridin-3-yl)[4-(3,5,6-trimethylpyridin-2-yl)piperazin-1-yl]methanone), COC1=CC=C(CN2C(N(C(C2)C)C2=NC=C(C=C2)C(=O)N2CCN(CC2)C2=NC(=C(C=C2C)C)C)=O)C=C1 (1-(4-methoxybenzyl)-4-methyl-3-{5-[4-(3,5,6-trimethylpyridin-2-yl)piperazine-1-carbonyl]pyridin-2-yl}imidazolidin-2-one), COC1=CC=C(CN2C(NC(C2)C)=O)C=C1 (1-(4-methoxybenzyl)-4-methylimidazolidin-2-one). Yields the product CC1CNC(N1C1=NC=C(C=C1)C(=O)N1CCN(CC1)C1=NC(=C(C=C1C)C)C)=O (5-methyl-1-{5-[4-(3,5,6-trimethylpyridin-2-yl)piperazine-1-carbonyl]pyridin-2-yl}imidazolidin-2-one). As a reaction SMILES: BrC1N=CC(C(N2CCN(C3C(C)=CC(C)=C(C)N=3)CC2)=O)=CC=1.COC1C=CC(CN2CC(C)NC2=O)=CC=1.COC1C=CC(C[N:48]2[CH2:52][CH:51]([CH3:53])[N:50]([C:54]3[CH:59]=[CH:58][C:57]([C:60]([N:62]4[CH2:67][CH2:66][N:65]([C:68]5[C:73]([CH3:74])=[CH:72][C:71]([CH3:75])=[C:70]([CH3:76])[N:69]=5)[CH2:64][CH2:63]4)=[O:61])=[CH:56][N:55]=3)[C:49]2=[O:77])=CC=1>>[CH3:53][CH:51]1[N:50]([C:54]2[CH:59]=[CH:58][C:57]([C:60]([N:62]3[CH2:67][CH2:66][N:65]([C:68]4[C:73]([CH3:74])=[CH:72][C:71]([CH3:75])=[C:70]([CH3:76])[N:69]=4)[CH2:64][CH2:63]3)=[O:61])=[CH:56][N:55]=2)[C:49](=[O:77])[NH:48][CH2:52]1. Procedure details: Using (6-bromopyridin-3-yl)[4-(3,5,6-trimethylpyridin-2-yl)piperazin-1-yl]methanone (156 mg) described in Preparation Example 205 and 1-(4-methoxybenzyl)-4-methylimidazolidin-2-one (106 mg) described in Preparation Example 52 and by the reaction and treatment in the same manner as in Example 505, the title compound (101 mg) was obtained via 1-(4-methoxybenzyl)-4-methyl-3-{5-[4-(3,5,6-trimethylpyridin-2-yl)piperazine-1-carbonyl]pyridin-2-yl}imidazolidin-2-one. Starting materials: NC=1C2=C(N=CN1)NC=C2C2=CC=C(C=C2)OC2=CC=CC=C2 (4-amino-5-(4-phenoxyphenyl)-7H-pyrrolo[2,3-d]pyrimidine), [H-].[Na+] (NaH), CC1=CC=C(C=C1)S(=O)(=O)OC1CCN(CC1)C(=O)OC(C)(C)C (Tert-butyl 4-[(4-methylphenyl)sulfonyl]oxy-1-piperidinecarboxylate). The solvent is CN(C)C=O (DMF). Reaction conditions: time 1 hour. Yields the product C(C)(C)(C)OC(=O)N1CCC(CC1)N1C=C(C2=C1N=CN=C2N)C2=CC=C(C=C2)OC2=CC=CC=C2 (tert-butyl4-[4-amino-5-(4-phenoxyphenyl)-7H-pyrrolo[2,3-d]pyrimidin-7-yl]-1-piperidinecarboxylate). The yield is 31.2%. Reaction SMILES: [NH2:1][C:2]1[C:3]2[C:10]([C:11]3[CH:16]=[CH:15][C:14]([O:17][C:18]4[CH:23]=[CH:22][CH:21]=[CH:20][CH:19]=4)=[CH:13][CH:12]=3)=[CH:9][NH:8][C:4]=2[N:5]=[CH:6][N:7]=1.[H-].[Na+].CC1C=CC(S(O[CH:37]2[CH2:42][CH2:41][N:40]([C:43]([O:45][C:46]([CH3:49])([CH3:48])[CH3:47])=[O:44])[CH2:39][CH2:38]2)(=O)=O)=CC=1>CN(C=O)C>[C:46]([O:45][C:43]([N:40]1[CH2:41][CH2:42][CH:37]([N:8]2[C:4]3[N:5]=[CH:6][N:7]=[C:2]([NH2:1])[C:3]=3[C:10]([C:11]3[CH:12]=[CH:13][C:14]([O:17][C:18]4[CH:23]=[CH:22][CH:21]=[CH:20][CH:19]=4)=[CH:15][CH:16]=3)=[CH:9]2)[CH2:38][CH2:39]1)=[O:44])([CH3:49])([CH3:47])[CH3:48] |f:1.2|. Procedure details: To a solution of 4-amino-5-(4-phenoxyphenyl)-7H-pyrrolo[2,3-d]pyrimidine (2.0 g, 6.6 mmol) in dry DMF (100 ml) under nitrogen at 0° C. was added NaH (0.264 g, 60% dispersion, 6.6 mmol) and the reaction mixture warmed to room temperature and stirred for 1 hr. Tert-butyl 4-[(4-methylphenyl)sulfonyl]oxy-1-piperidinecarboxylate (2.34 g, 6.6 mmol) was added and the resulting solution heated at 95° C. for 72 hr. The reaction was quenched by careful addition of water (150 ml). Extract with EtOAc (3×100... The reactants are Cc1ccccc1, COCCN(Cc1cnc(-c2cc3nccc(Oc4ccc(NC(=S)NC(=O)Cc5ccccc5)cc4F)c3s2)n1C)C(=O)OC(C)(C)C, O=C(O)C(F)(F)F. Product: COCCNCc1cnc(-c2cc3nccc(Oc4ccc(NC(=S)NC(=O)Cc5ccccc5)cc4F)c3s2)n1C. As a reaction SMILES: [CH3:57][c:58]1[cH:59][cH:60][cH:61][cH:62][cH:63]1.[F:1][c:2]1[c:3]([O:4][c:5]2[c:6]3[c:7]([n:8][cH:9][cH:10]2)[cH:11][c:12](-[c:14]2[n:15]([CH3:32])[c:16]([CH2:19][N:20]([C:21](=[O:22])[O:23][C:24]([CH3:25])([CH3:26])[CH3:27])[CH2:28][CH2:29][O:30][CH3:31])[cH:17][n:18]2)[s:13]3)[cH:33][cH:34][c:35]([NH:37][C:38](=[S:39])[NH:40][C:41]([CH2:42][c:43]2[cH:44][cH:45][cH:46][cH:47][cH:48]2)=[O:49])[cH:36]1.[F:50][C:51]([F:52])([F:53])[C:54]([OH:55])=[O:56]>>[F:1][c:2]1[c:3]([O:4][c:5]2[c:6]3[c:7]([n:8][cH:9][cH:10]2)[cH:11][c:12](-[c:14]2[n:15]([CH3:32])[c:16]([CH2:19][NH:20][CH2:28][CH2:29][O:30][CH3:31])[cH:17][n:18]2)[s:13]3)[cH:33][cH:34][c:35]([NH:37][C:38](=[S:39])[NH:40][C:41]([CH2:42][c:43]2[cH:44][cH:45][cH:46][cH:47][cH:48]2)=[O:49])[cH:36]1. Starting materials: C=O (paraformaldehyde), CNCCO (2-methylaminoethanol), CC=1C=C(C=C2C=CNC12)O (7-methyl-1H-indol-5-ol), CC=1C=C(C=C2C=CNC12)O (7-methyl-1H-indol-5-ol). Solvent: C(Cl)Cl (DCM), CCO (EtOH), CCO (EtOH). Run at temperature 50 celsius, time 1.5 hour. Product: OCCN(C)CC1=C2C=CNC2=C(C=C1O)C (4-{[(2-Hydroxyethyl)(methyl)amino]methyl}-7-methyl-1H-indol-5-ol). Yield: 77.2%. As a reaction SMILES: [CH2:1]=O.[CH3:3][NH:4][CH2:5][CH2:6][OH:7].[CH3:8][C:9]1[CH:10]=[C:11]([OH:18])[CH:12]=[C:13]2[C:17]=1[NH:16][CH:15]=[CH:14]2>CCO.C(Cl)Cl>[OH:7][CH2:6][CH2:5][N:4]([CH2:1][C:12]1[C:11]([OH:18])=[CH:10][C:9]([CH3:8])=[C:17]2[C:13]=1[CH:14]=[CH:15][NH:16]2)[CH3:3]. Reported procedure: A mixture of paraformaldehyde (82.0 mg, 2.71 mmol) and 2-methylaminoethanol (0.218 mL, 2.71 mmol) in EtOH (2 mL) was heated at 50° C. for 20 minutes. 7-methyl-1H-indol-5-ol (Intermediate 11, 500 mg, 3.4 mmol) in EtOH (10 mL) was added and the mixture was stirred for 1.5 hours at room temperature. The mixture was diluted with DCM (15 mL) and divided in two portions to be purified on two SCX-columns (5 g) preconditioned with DCM/MeOH 1:1 (20 mL) and eluted with DCM/MeOH 1:1 (50 mL) (contains only ... Starting materials: CCN(C(C)C)C(C)C, CC#N, NCc1ccc(Cl)nc1, C=C(CCl)CC1OC(=O)C=C1N1CCCC1. Yields the product C=C(CNCc1ccc(Cl)nc1)CC1OC(=O)C=C1N1CCCC1. Reaction SMILES: [CH2:26]([N:27]([CH:28]([CH3:29])[CH3:30])[CH:31]([CH3:32])[CH3:33])[CH3:34].[CH3:35][C:36]#[N:37].[Cl:17][c:18]1[cH:19][cH:20][c:21]([CH2:24][NH2:25])[cH:22][n:23]1.[Cl:1][CH2:2][C:3]([CH2:4][CH:5]1[C:6]([N:11]2[CH2:12][CH2:13][CH2:14][CH2:15]2)=[CH:7][C:8](=[O:10])[O:9]1)=[CH2:16]>>[CH2:2]([C:3]([CH2:4][CH:5]1[C:6]([N:11]2[CH2:12][CH2:13][CH2:14][CH2:15]2)=[CH:7][C:8](=[O:10])[O:9]1)=[CH2:16])[NH:25][CH2:24][c:21]1[cH:20][cH:19][c:18]([Cl:17])[n:23][cH:22]1. Starting materials: C(C)(C)(C)OC(N[C@@H]1C[C@H](C1)NC=1SC2=C(N1)C=CC=C2)=O (Tert-butyl(trans-3-(benzo[d]thiazol-2-ylamino)cyclobutyl)carbamate), C(C)(C)N(CC)C(C)C (diisopropylethylamine), Cl.N[C@@H]1C[C@H](C1)N1C(N(C=2C1=NC=CC2)C)=O (3-(trans-3-aminocyclobutyl)-1-methyl-1H-imidazo[4,5-b]pyridin-2(3H)-one hydrochloride), ClC=1SC2=C(N1)C=C(C=C2)F (2-chloro-5-fluorobenzo[d]thiazole). Reagents/catalysts: CN(C1=CC=NC=C1)C (4-dimethylaminopyridine). The solvent is CS(=O)C (DMSO). Yields the product FC=1C=CC2=C(N=C(S2)N[C@@H]2C[C@H](C2)N2C(N(C=3C2=NC=CC3)C)=O)C1 (3-(trans-3-((5-fluorobenzo[d]thiazol-2-yl)amino)cyclobutyl)-1-methyl-1H-imidazo[4,5-b]pyridin-2(3H)-one). Yield: 14.0%. Reaction SMILES: C(OC(=O)N[C@H]1C[C@H](NC2SC3C=CC=CC=3N=2)C1)(C)(C)C.Cl.[NH2:24][C@H:25]1[CH2:28][C@H:27]([N:29]2[C:33]3=[N:34][CH:35]=[CH:36][CH:37]=[C:32]3[N:31]([CH3:38])[C:30]2=[O:39])[CH2:26]1.Cl[C:41]1[S:42][C:43]2[CH:49]=[CH:48][C:47]([F:50])=[CH:46][C:44]=2[N:45]=1.C(N(C(C)C)CC)(C)C>CN(C)C1C=CN=CC=1.CS(C)=O>[F:50][C:47]1[CH:48]=[CH:49][C:43]2[S:42][C:41]([NH:24][C@H:25]3[CH2:28][C@H:27]([N:29]4[C:33]5=[N:34][CH:35]=[CH:36][CH:37]=[C:32]5[N:31]([CH3:38])[C:30]4=[O:39])[CH2:26]3)=[N:45][C:44]=2[CH:46]=1 |f:1.2|. Procedure: The title compound was synthesized following the procedure described for INTERMEDIATE 10, using 3-(trans-3-aminocyclobutyl)-1-methyl-1H-imidazo[4,5-b]pyridin-2(3H)-one hydrochloride (0.147 g, 0.577 mmol), 2-chloro-5-fluorobenzo[d]thiazole (0.108 g, 0.577 mmol), diisopropylethylamine (1 ml, 5.75 mmol), and 4-dimethylaminopyridine (7.05 mg, 0.058 mmol) in DMSO (0.5 mL) and purified by ISCO on silica gel column using 0-80% EtOAc/hexanes to afford 3-(trans-3-((5-fluorobenzo[d]thiazol-2-yl)amino)cycl...